From a dataset of the Open Reaction Database (ORD), a public repository of structured organic reaction records. describe an organic reaction: reactants, conditions, products, and yield Starting materials: COC1CCC(CO1)O (6-methoxytetrahydro-2H-pyran-3-ol), [H-].[Na+] (NaH), BrCC1=CC=CC=C1 ((bromomethyl)benzene). Run in CN(C)C=O (DMF), CN(C)C=O (DMF), CCOCC (ether). Conditions: time 30 minute. Yields the product C(C1=CC=CC=C1)OC1CCC(OC1)OC (5-(benzyloxy)-2-methoxytetrahydro-2H-pyran). As a reaction SMILES: [CH3:1][O:2][CH:3]1[O:8][CH2:7][CH:6]([OH:9])[CH2:5][CH2:4]1.[H-].[Na+].Br[CH2:13][C:14]1[CH:19]=[CH:18][CH:17]=[CH:16][CH:15]=1>CN(C=O)C.CCOCC>[CH2:13]([O:9][CH:6]1[CH2:7][O:8][CH:3]([O:2][CH3:1])[CH2:4][CH2:5]1)[C:14]1[CH:19]=[CH:18][CH:17]=[CH:16][CH:15]=1 |f:1.2|. Procedure: At 0° C. to a solution of 6-methoxytetrahydro-2H-pyran-3-ol (222 mg, 1.680 mmol) in DMF (2 mL) was added 60% NaH (81 mg, 2.02 mmol) and the mixture was allowed to warm to rt and stirred at rt for 30 min. A solution of (bromomethyl)benzene (345 mg, 2.016 mmol) in DMF (1 ml) was added and the mixture was stirred at rt for 18 h. The reaction mixture was diluted with ether and quenched with water. The crude product was purified by silica gel FCC (20% EtOAc in hexanes) to afford 5-(benzyloxy)-2-metho... The reactants are O=C1NC(=O)c2ccccc21, CN(C)C=O, CS(=O)(=O)OCCC1CCCN(C(=O)c2ccc(NC(=O)c3ccccc3Cl)nc2)c2ccc(Cl)cc21, [K]. Yields the product O=C(Nc1ccc(C(=O)N2CCCC(CCN3C(=O)c4ccccc4C3=O)c3cc(Cl)ccc32)cn1)c1ccccc1Cl. As a reaction SMILES: [C:38]1(=[O:48])[c:39]2[c:40]([cH:44][cH:45][cH:46][cH:47]2)[C:41](=[O:43])[NH:42]1.[CH3:50][N:51]([CH3:52])[CH:53]=[O:54].[Cl:1][c:2]1[cH:3][cH:4][c:5]2[c:6]([cH:37]1)[CH:7]([CH2:30][CH2:31][O:32][S:33]([CH3:34])(=[O:35])=[O:36])[CH2:8][CH2:9][CH2:10][N:11]2[C:12]([c:13]1[cH:14][n:15][c:16]([NH:19][C:20]([c:21]2[c:22]([Cl:27])[cH:23][cH:24][cH:25][cH:26]2)=[O:28])[cH:17][cH:18]1)=[O:29].[K:49]>>[Cl:1][c:2]1[cH:3][cH:4][c:5]2[c:6]([cH:37]1)[CH:7]([CH2:30][CH2:31][N:42]1[C:38](=[O:48])[c:39]3[c:40]([cH:44][cH:45][cH:46][cH:47]3)[C:41]1=[O:43])[CH2:8][CH2:9][CH2:10][N:11]2[C:12]([c:13]1[cH:14][n:15][c:16]([NH:19][C:20]([c:21]2[c:22]([Cl:27])[cH:23][cH:24][cH:25][cH:26]2)=[O:28])[cH:17][cH:18]1)=[O:29]. Reactants: C1=CC=CC2=CC3=CC=CC=C3C(=C12)C1=NC(=NC(=C1)C1=NC=CC=C1)C1=CC=CC=C1 (4-anthracen-9-yl-2-phenyl-6-pyridine-2-yl-pyrimidine), BrN1C(CCC1=O)=O (N-bromosuccinimide). The solvent is CN(C=O)C (N,N-dimethylformamide). Run at time 8 hour. The product is BrC1=C2C=CC=CC2=C(C2=CC=CC=C12)C1=NC(=NC(=C1)C1=NC=CC=C1)C1=CC=CC=C1 (4-(10-bromo-anthracen-9-yl)-2-phenyl-6-pyridine-2-yl-pyrimidine). Yield: 73.7%. RXN SMILES: [CH:1]1[C:14]2[C:5](=[CH:6][C:7]3[C:12]([C:13]=2[C:15]2[CH:20]=[C:19]([C:21]4[CH:26]=[CH:25][CH:24]=[CH:23][N:22]=4)[N:18]=[C:17]([C:27]4[CH:32]=[CH:31][CH:30]=[CH:29][CH:28]=4)[N:16]=2)=[CH:11][CH:10]=[CH:9][CH:8]=3)[CH:4]=[CH:3][CH:2]=1.[Br:33]N1C(=O)CCC1=O>CN(C)C=O>[Br:33][C:6]1[C:5]2[C:14](=[CH:1][CH:2]=[CH:3][CH:4]=2)[C:13]([C:15]2[CH:20]=[C:19]([C:21]3[CH:26]=[CH:25][CH:24]=[CH:23][N:22]=3)[N:18]=[C:17]([C:27]3[CH:32]=[CH:31][CH:30]=[CH:29][CH:28]=3)[N:16]=2)=[C:12]2[C:7]=1[CH:8]=[CH:9][CH:10]=[CH:11]2. Reported procedure: Dissolving 12 g (30 mmol) of 4-anthracen-9-yl-2-phenyl-6-pyridine-2-yl-pyrimidine obtained in the foregoing step (2) into 100 milliliter of N,N-dimethylformamide, and adding 5.9 g (33 mmol) of N-bromosuccinimide, stirred at room temperature for 8 hours. After completion of the reaction, precipitated solids were separated by filtration and washed with water and methanol, thereby obtaining 10.8 g of 4-(10-bromo-anthracen-9-yl)-2-phenyl-6-pyridine-2-yl-pyrimidine (yield: 73%). Starting materials: CC[C@@]12CCCN3[C@@H]1C4=C(CC3)C5=CC=CC=C5N4[C@](C2)(C(=O)OC)O.Cl (vincamine hydrochloride), O=C(C(=O)O)CCC(=O)O (2-ketoglutaric acid), C([O-])(O)=O.[Na+] (sodium bicarbonate). The solvent is O (water), O (water). Product: CC[C@@]12CCCN3[C@@H]1C4=C(C=5C=CC=CC5N4[C@](C2)(C(=O)OC)O)CC3.O=C(C(=O)[O-])CCC(=O)[O-] (vincamine 2-ketoglutarate). Yield: 89.0%. Reaction SMILES: [CH3:1][CH2:2][C@:3]12[CH2:21][C@:20]([OH:26])([C:22]([O:24][CH3:25])=[O:23])[N:19]3[C:9]4=[C:10]([C:13]5[C:18]3=[CH:17][CH:16]=[CH:15][CH:14]=5)[CH2:11][CH2:12][N:7]([C@@H:8]14)[CH2:6][CH2:5][CH2:4]2.Cl.[O:28]=[C:29]([CH2:33][CH2:34][C:35]([OH:37])=[O:36])[C:30]([OH:32])=[O:31].C(=O)(O)[O-].[Na+]>O>[CH3:1][CH2:2][C@:3]12[CH2:21][C@:20]([OH:26])([C:22]([O:24][CH3:25])=[O:23])[N:19]3[C:9]4=[C:10]([CH2:11][CH2:12][N:7]([C@@H:8]14)[CH2:6][CH2:5][CH2:4]2)[C:13]1[CH:14]=[CH:15][CH:16]=[CH:17][C:18]=13.[O:28]=[C:29]([CH2:33][CH2:34][C:35]([O-:37])=[O:36])[C:30]([O-:32])=[O:31] |f:0.1,3.4,6.7|. Reported procedure: 650 ml. of vincamine hydrochloride (1.66 millimole) are dissolved in 10 ml. of water, and, after vibration, a solution of 248 mg. (1.73 millimole) of 2-ketoglutaric acid and 145 mg. of sodium bicarbonate in 3 ml. of water is added. After being allowed to stand and cool, 453 mg. of vincamine 2-ketoglutarate are obtained. The resulting solution is concentrated in a rotary evaporator to one third of the original volume and, after cooling, an additional amount of 287 mg. of salt are obtained. A tota... Run at time 1 hour. Starting materials: O1N=C(C=C1)CC#N (2-(isoxazol-3-yl)acetonitrile), O (Water), [H-].[Na+] (sodium hydride), BrCCBr (1,2-dibromoethane). RXN SMILES: [H-].[Na+].[O:3]1[CH:7]=[CH:6][C:5]([CH2:8][C:9]#[N:10])=[N:4]1.Br[CH2:12][CH2:13]Br.O>CN(C)C=O>[O:3]1[CH:7]=[CH:6][C:5]([C:8]2([C:9]#[N:10])[CH2:13][CH2:12]2)=[N:4]1 |f:0.1|. Procedure details: To a suspension of sodium hydride (136 mg, 5.39 mmol) in N,N-dimethylformamide (5 mL) was added a solution of 2-(isoxazol-3-yl)acetonitrile (233 mg, 2.16 mmol) in N,N-dimethylformamide (2.5 mL) at 0° C. After the addition, the mixture was warmed to room temperature and stirred for 1 h. The mixture was cooled to 0° C. and 1,2-dibromoethane (0.3 mL, 3.48 mmol) was added. The reaction mixture was stirred at 0° C. for 4 h. Water was added to the mixture. The mixture was extracted with ethyl acetate ... Yields the product O1N=C(C=C1)C1(CC1)C#N (1-(isoxazol-3-yl)cyclopropanecarbonitrile). Isolated yield 83.9%. The solvent is CN(C=O)C (N,N-dimethylformamide), CN(C=O)C (N,N-dimethylformamide). Yields the product NC=1C=CC2=C(C(NC3=C(S2)C=CC=C3)=O)C1 (2-Amino-10,11-dihydrodibenzo[b,f][1,4]thiazepin-11-one). Run in C(C)(=O)O (acetic acid). The reagents and catalysts are O=[Pt]=O (Adam's catalyst). Procedure: 2-Nitro-10,11-dihydrodibenzo[b,f][1,4]thiazepin-11-one (0.82 g) was dissolved in warm acetic acid (100 ml) and the resulting solution hydrogenated over Adam's catalyst (80 g) for 3 hours at atmospheric pressure. The catalyst was filtered off and the solution evaporated to dryness. Recrystallisation of the residue from methanol gave the product as a greenish powder (0.48 g, m/s, M+ =242). As a reaction SMILES: [N+:1]([C:4]1[CH:5]=[CH:6][C:7]2[S:13][C:12]3[CH:14]=[CH:15][CH:16]=[CH:17][C:11]=3[NH:10][C:9](=[O:18])[C:8]=2[CH:19]=1)([O-])=O>C(O)(=O)C.O=[Pt]=O>[NH2:1][C:4]1[CH:5]=[CH:6][C:7]2[S:13][C:12]3[CH:14]=[CH:15][CH:16]=[CH:17][C:11]=3[NH:10][C:9](=[O:18])[C:8]=2[CH:19]=1. Starting materials: [N+](=O)([O-])C=1C=CC2=C(C(NC3=C(S2)C=CC=C3)=O)C1 (2-Nitro-10,11-dihydrodibenzo[b,f][1,4]thiazepin-11-one). The yield is 65.8%.